The task is: describe an organic reaction: reactants, conditions, products, and yield. This data is from the Open Reaction Database (ORD), a public repository of structured organic reaction records. As a reaction SMILES: [NH:1]1[C:9]2[C:4](=[CH:5][CH:6]=[CH:7][CH:8]=2)[CH:3]=[CH:2]1.[H-].[Na+].[H][H].F[C:15]1[CH:16]=[C:17]([CH:20]=[CH:21][CH:22]=1)[C:18]#[N:19]>CS(C)=O>[N:1]1([C:15]2[CH:16]=[C:17]([CH:20]=[CH:21][CH:22]=2)[C:18]#[N:19])[C:9]2[C:4](=[CH:5][CH:6]=[CH:7][CH:8]=2)[CH:3]=[CH:2]1 |f:1.2|. The reactants are FC=1C=C(C#N)C=CC1 (3-fluorobenzonitrile), water ice, N1C=CC2=CC=CC=C12 (indole), [H-].[Na+] (sodium hydride), [H][H] (hydrogen). Isolated yield 100.0%. Run in CS(=O)C (DMSO), CS(=O)C (dimethylsulfoxide). Procedure details: To a stirred solution, under nitrogen, of 17.6 g (0.150 mole) of indole in 100 ml of dry dimethylsulfoxide (DMSO) was added 4.5 g (0.188 mole) of sodium hydride in portions over a 1.5 hour period. When no more bubbles of hydrogen were visible (4-5 hours), there was added dropwise a solution of 22.8 g (0.188 mole) of 3-fluorobenzonitrile in 25 ml of dry DMSO. When the addition was complete (1 hour) the mixture was stirred overnight (about 16 hours) and then 3 hours at 100° C. The cooled mixture w... Yields the product N1(C=CC2=CC=CC=C12)C=1C=C(C#N)C=CC1 (3-(1-indolyl)benzonitrile). Conditions: time 16 hour. Reactants: C(C)(=O)O (acetic acid), C[O-].[Na+] (Sodium methoxide), CO (methanol), ClC1=C(C(=CC=C1)Cl)NS(=O)(=O)C1=NN2C(C=C(C=C2Cl)Cl)=N1 (N-(2,6-dichlorophenyl)-5,7-dichloro[1,2,4]triazolo[1,5-a]pyridine-2-sulfonamide). Solvent: CS(=O)C (dimethyl sulfoxide), CCCCCC (hexane), ClCCl (dichloromethane). The product is ClC1=C(C(=CC=C1)Cl)NS(=O)(=O)C1=NN2C(C=C(C=C2OC)Cl)=N1 (N-(2,6-Dichlorophenyl)-5-methoxy-7-chloro[1,2,4]triazolo[1,5-a]pyridine-2-sulfonamide). As a reaction SMILES: C[O-].[Na+].CO.[Cl:6][C:7]1[CH:12]=[CH:11][CH:10]=[C:9]([Cl:13])[C:8]=1[NH:14][S:15]([C:18]1[N:28]=[C:21]2[CH:22]=[C:23]([Cl:27])[CH:24]=[C:25](Cl)[N:20]2[N:19]=1)(=[O:17])=[O:16].[C:29](O)(=[O:31])C>CS(C)=O.ClCCl.CCCCCC>[Cl:6][C:7]1[CH:12]=[CH:11][CH:10]=[C:9]([Cl:13])[C:8]=1[NH:14][S:15]([C:18]1[N:28]=[C:21]2[CH:22]=[C:23]([Cl:27])[CH:24]=[C:25]([O:31][CH3:29])[N:20]2[N:19]=1)(=[O:17])=[O:16] |f:0.1|. Procedure: Sodium methoxide in methanol (1.1 mL of 25 percent solution, 0.26 g, 0.005 mol) was added to a solution of N-(2,6-dichlorophenyl)-5,7-dichloro[1,2,4]triazolo[1,5-a]pyridine-2-sulfonamide (0.9 g, 0.02 mol) in dimethyl sulfoxide (30 mL) at ambient temperature with stirring. The reaction was complete in a few minutes, but was stirred for 30 min. The mixture was then acidified with acetic acid and diluted with dichloromethane. The resulting organic phase was recovered and washed with water and the v... Reactants: CCOC(=O)c1cn(-c2cc(Cl)ccc2NS(=O)(=O)c2ccc(C(C)(C)C)cc2)nn1, CCO, N. The product is CC(C)(C)c1ccc(S(=O)(=O)Nc2ccc(Cl)cc2-n2cc(C(N)=O)nn2)cc1. As a reaction SMILES: [CH2:1]([O:2][C:4](=[O:5])[c:6]1[n:7][n:8][n:9](-[c:11]2[c:12]([NH:18][S:19](=[O:20])(=[O:21])[c:22]3[cH:23][cH:24][c:25]([C:28]([CH3:29])([CH3:30])[CH3:31])[cH:26][cH:27]3)[cH:13][cH:14][c:15]([Cl:17])[cH:16]2)[cH:10]1)[CH3:3].[CH3:33][CH2:34][OH:35].[NH3:32]>>[C:4](=[O:5])([c:6]1[n:7][n:8][n:9](-[c:11]2[c:12]([NH:18][S:19](=[O:20])(=[O:21])[c:22]3[cH:23][cH:24][c:25]([C:28]([CH3:29])([CH3:30])[CH3:31])[cH:26][cH:27]3)[cH:13][cH:14][c:15]([Cl:17])[cH:16]2)[cH:10]1)[NH2:32].